Dataset: the Open Reaction Database (ORD), a public repository of structured organic reaction records. Task: describe an organic reaction: reactants, conditions, products, and yield Reactants: CCOC(C)=O, Cl, NOC1CCOCC1, CCCc1c(Cc2ccc(-c3ccccc3-c3noc(=O)[nH]3)cc2)c(=O)n(C2CCC(=O)CC2)c2ncnn12, O, c1ccncc1. Yields the product CCCc1c(Cc2ccc(-c3ccccc3-c3noc(=O)[nH]3)cc2)c(=O)n(C2CCC(=NOC3CCOCC3)CC2)c2ncnn12. RXN SMILES: [CH3:56][CH2:57][O:58][C:59](=[O:60])[CH3:61].[ClH:54].[NH2:40][O:41][CH:42]1[CH2:43][CH2:44][O:45][CH2:46][CH2:47]1.[O:1]=[C:2]1[CH2:3][CH2:4][CH:5]([n:8]2[c:9]3[n:10]([c:11]([CH2:34][CH2:35][CH3:36])[c:12]([CH2:15][c:16]4[cH:17][cH:18][c:19](-[c:22]5[c:23](-[c:28]6[n:29][o:30][c:31](=[O:33])[nH:32]6)[cH:24][cH:25][cH:26][cH:27]5)[cH:20][cH:21]4)[c:13]2=[O:14])[n:37][cH:38][n:39]3)[CH2:6][CH2:7]1.[OH2:55].[cH:48]1[cH:49][cH:50][n:51][cH:52][cH:53]1>>[C:2]1(=[N:40][O:41][CH:42]2[CH2:43][CH2:44][O:45][CH2:46][CH2:47]2)[CH2:3][CH2:4][CH:5]([n:8]2[c:9]3[n:10]([c:11]([CH2:34][CH2:35][CH3:36])[c:12]([CH2:15][c:16]4[cH:17][cH:18][c:19](-[c:22]5[c:23](-[c:28]6[n:29][o:30][c:31](=[O:33])[nH:32]6)[cH:24][cH:25][cH:26][cH:27]5)[cH:20][cH:21]4)[c:13]2=[O:14])[n:37][cH:38][n:39]3)[CH2:6][CH2:7]1.